This data is from the Open Reaction Database (ORD), a public repository of structured organic reaction records. The task is: describe an organic reaction: reactants, conditions, products, and yield Reactants: CN(C)C(=O)Cl, [H-], [Na+], CN(C)C=O, CCOC(=O)CC1OB(O)c2cc(O)cc(C)c21. The product is CCOC(=O)CC1OB(O)c2cc(OC(=O)N(C)C)cc(C)c21. RXN SMILES: [CH3:21][N:22]([C:23](=[O:24])[Cl:25])[CH3:26].[H-:20].[Na+:19].[O:27]=[CH:28][N:29]([CH3:30])[CH3:31].[OH:1][B:2]1[O:3][CH:4]([CH2:13][C:14](=[O:15])[O:16][CH2:17][CH3:18])[c:5]2[c:6]1[cH:7][c:8]([OH:12])[cH:9][c:10]2[CH3:11]>>[OH:1][B:2]1[O:3][CH:4]([CH2:13][C:14](=[O:15])[O:16][CH2:17][CH3:18])[c:5]2[c:6]1[cH:7][c:8]([O:12][C:23]([N:22]([CH3:21])[CH3:26])=[O:24])[cH:9][c:10]2[CH3:11]. The reactants are O=P12OP3(=O)OP(=O)(O1)OP(=O)(O2)O3 (phosphorus pentoxide), ice water, ( 36 ), ClC1=CC=C(C(=O)NCCC2=C(C=CC=C2)C)C=C1 (1-(4-chlorobenzoylamino)-2-(2-methylphenyl)ethane). Solvent: C=1(C(=CC=CC1)C)C (xylene), P(=O)(Cl)(Cl)Cl (phosphorus oxychloride). Product: ClC1=CC=C(C=C1)C1=NCCC2=C(C=CC=C12)C (1-(4-chlorophenyl)-5-methyl-3,4-dihydroisoquinoline). Reaction SMILES: [Cl:1][C:2]1[CH:19]=[CH:18][C:5]([C:6]([NH:8][CH2:9][CH2:10][C:11]2[CH:16]=[CH:15][CH:14]=[CH:13][C:12]=2[CH3:17])=O)=[CH:4][CH:3]=1.O=P12OP3(OP(OP(O3)(O1)=O)(=O)O2)=O>C1(C)C(C)=CC=CC=1.P(Cl)(Cl)(Cl)=O>[Cl:1][C:2]1[CH:19]=[CH:18][C:5]([C:6]2[C:16]3[C:11](=[C:12]([CH3:17])[CH:13]=[CH:14][CH:15]=3)[CH2:10][CH2:9][N:8]=2)=[CH:4][CH:3]=1. Procedure: Thirty-six (36) grams of 1-(4-chlorobenzoylamino)-2-(2-methylphenyl)ethane was dissolved in 180 ml of xylene and 100 ml of phosphorus oxychloride. While the solution was heated with stirring, 80 g of phosphorus pentoxide was added gradually, and the mixture was heated under reflux. The reaction mixture was poured into ice water. The aqueous layer was separated, and made weakly alkaline with ammonia water. Recrystallization of the precipitated oily product from n-hexane afforded 31 g of 1-(4-chlo... The reactants are COc1cc(C(=O)C(=Cc2c[nH]c3ccccc23)SCC(=O)O)cc(OC)c1OC, C[Si](C)(C)C=[N+]=[N-], CC(=O)O, CO, CCCCCC, ClC(Cl)Cl. Product: COC(=O)CSC(=Cc1c[nH]c2ccccc12)C(=O)c1cc(OC)c(OC)c(OC)c1. RXN SMILES: [C:1](=[O:2])([OH:3])[CH2:4][S:5][C:6]([C:7](=[O:8])[c:9]1[cH:10][c:11]([O:19][CH3:20])[c:12]([O:17][CH3:18])[c:13]([O:15][CH3:16])[cH:14]1)=[CH:21][c:22]1[cH:23][nH:24][c:25]2[cH:26][cH:27][cH:28][cH:29][c:30]12.[CH3:31][Si:32]([CH:33]=[N+:34]=[N-:35])([CH3:36])[CH3:37].[CH3:38][C:39](=[O:40])[OH:41].[CH3:46][OH:47].[CH3:48][CH2:49][CH2:50][CH2:51][CH2:52][CH3:53].[CH:42]([Cl:43])([Cl:44])[Cl:45]>>[C:1](=[O:2])([O:3][CH3:31])[CH2:4][S:5][C:6]([C:7](=[O:8])[c:9]1[cH:10][c:11]([O:19][CH3:20])[c:12]([O:17][CH3:18])[c:13]([O:15][CH3:16])[cH:14]1)=[CH:21][c:22]1[cH:23][nH:24][c:25]2[cH:26][cH:27][cH:28][cH:29][c:30]12. The product is CC1(OC2=C(NC1=O)C=C(C=C2)C=2N=C1C(=NC2)NC=C1C(=O)C1(CCCCC1)C)C (2,2-Dimethyl-6-[7-(1-methyl-cyclohexanecarbonyl)-5H-pyrrolo[2,3-b]pyrazin-2-yl]-4H-benzo[1,4]oxazin-3-one). Reactants: BrC=1N=C2C(=NC1)NC=C2C(C(C)(C)C)=O (1-(2-bromo-5H-pyrrolo[2,3-b]pyrazin-7-yl)-2,2-dimethyl-propan-1-one), CC(C(=O)C1=CNC2=NC=C(N=C21)C2=CC1=C(NC(CS1)=O)C=C2)(C)C (7-[7-(2,2-Dimethyl-propionyl)-5H-pyrrolo[2,3-b]pyrazin-2-yl]-4H-benzo[1,4]thiazin-3-one), BrC=1C=CC2=C(NC(C(O2)(C)C)=O)C1 (6-bromo-2,2-dimethyl-4H-benzo[1,4]oxazin-3-one). Procedure details: Substituting (2-bromo-5H-pyrrolo[2,3-b]pyrazin-7-yl)-(1-methyl-cyclohexyl)-methanone for 1-(2-bromo-5H-pyrrolo[2,3-b]pyrazin-7-yl)-2,2-dimethyl-propan-1-one. MP=>300 C., (M+H)+=419. 7-[7-(2,2-Dimethyl-propionyl)-5H-pyrrolo[2,3-b]pyrazin-2-yl]-4H-benzo[1,4]thiazin-3-one. Substituting 7-bromo-4H-benzo[1,4]thiazin-3-one for 6-bromo-2,2-dimethyl-4H-benzo[1,4]oxazin-3-one. MP=>300 C., (M+H)+=367. As a reaction SMILES: Br[C:2]1[N:3]=[C:4]2[C:10]([C:11](=[O:16])[C:12]([CH3:15])([CH3:14])[CH3:13])=[CH:9][NH:8][C:5]2=[N:6][CH:7]=1.[CH3:17][C:18](C)(C)[C:19](C1C2C(=NC=C(C3C=CC4NC(=O)CSC=4C=3)N=2)NC=1)=O.Br[C:44]1[CH:45]=[CH:46][C:47]2[O:52][C:51]([CH3:54])([CH3:53])[C:50](=[O:55])[NH:49][C:48]=2[CH:56]=1>>[CH3:53][C:51]1([CH3:54])[C:50](=[O:55])[NH:49][C:48]2[CH:56]=[C:44]([C:2]3[N:3]=[C:4]4[C:10]([C:11]([C:12]5([CH3:15])[CH2:14][CH2:19][CH2:18][CH2:17][CH2:13]5)=[O:16])=[CH:9][NH:8][C:5]4=[N:6][CH:7]=3)[CH:45]=[CH:46][C:47]=2[O:52]1. Starting materials: ClCCCl, [Na+], O=C([O-])O, CN(C)C=O, O=C1CCC(=O)N1O, O=C(O)c1ccc2ccccc2n1. Yields the product O=C(ON1C(=O)CCC1=O)c1ccc2ccccc2n1. Reaction SMILES: [CH2:14]([Cl:15])[CH2:16][Cl:17].[Na+:30].[O-:26][C:27]([OH:28])=[O:29].[O:31]=[CH:32][N:33]([CH3:34])[CH3:35].[OH:18][N:19]1[C:20](=[O:25])[CH2:21][CH2:22][C:23]1=[O:24].[n:1]1[c:2]([C:11](=[O:12])[OH:13])[cH:3][cH:4][c:5]2[cH:6][cH:7][cH:8][cH:9][c:10]12>>[n:1]1[c:2]([C:11](=[O:12])[O:13][N:19]2[C:20](=[O:25])[CH2:21][CH2:22][C:23]2=[O:24])[cH:3][cH:4][c:5]2[cH:6][cH:7][cH:8][cH:9][c:10]12. Reactants: Brc1ccc(Oc2cccc(C=C3CCNCC3)c2)nc1, CC#N, CCN(C(C)C)C(C)C, O=C(O)C(F)(F)F, CCOC(=O)Nc1cccnn1. Product: O=C(Nc1cccnn1)N1CCC(=Cc2cccc(Oc3ccc(Br)cn3)c2)CC1. Reaction SMILES: [Br:8][c:9]1[cH:10][cH:11][c:12]([O:15][c:16]2[cH:17][c:18]([CH:22]=[C:23]3[CH2:24][CH2:25][NH:26][CH2:27][CH2:28]3)[cH:19][cH:20][cH:21]2)[n:13][cH:14]1.[CH3:50][C:51]#[N:52].[CH:41]([N:42]([CH:43]([CH3:44])[CH3:45])[CH2:46][CH3:47])([CH3:48])[CH3:49].[F:1][C:2]([F:3])([F:4])[C:5]([OH:6])=[O:7].[n:29]1[n:30][c:31]([NH:35][C:36]([O:37][CH2:39][CH3:40])=[O:38])[cH:32][cH:33][cH:34]1>>[Br:8][c:9]1[cH:10][cH:11][c:12]([O:15][c:16]2[cH:17][c:18]([CH:22]=[C:23]3[CH2:24][CH2:25][N:26]([C:36]([NH:35][c:31]4[n:30][n:29][cH:34][cH:33][cH:32]4)=[O:37])[CH2:27][CH2:28]3)[cH:19][cH:20][cH:21]2)[n:13][cH:14]1. Run in C(C)O (ethanol). As a reaction SMILES: [N+:1]([C:4]1[CH:9]=[CH:8][C:7]([S:10][CH3:11])=[CH:6][C:5]=1[C:12]([F:15])([F:14])[F:13])([O-])=O.[H][H].[S]>C(O)C.[Ni]>[CH3:11][S:10][C:7]1[CH:8]=[CH:9][C:4]([NH2:1])=[C:5]([C:12]([F:13])([F:14])[F:15])[CH:6]=1 |^3:17|. Procedure details: 2-Nitro-5-methylthiobenzotrifluoride (190 g, 0.85 mole) in ethanol (1 l.) is reduced over Raney nickel at about 45 psi of hydrogen gas. After hydrogen uptake is complete the catalyst is deactivated with elemental sulfur, the mixture is filtered, and the filtrate evaporated under reduced pressure to afford the desired product as an oil. IR 2.9μ (strong NH band). Yields the product CSC1=CC(=C(N)C=C1)C(F)(F)F (4-Methylthio-2-trifluoromethylaniline). The reactants are [N+](=O)([O-])C1=C(C=C(C=C1)SC)C(F)(F)F (2-Nitro-5-methylthiobenzotrifluoride), [S] (sulfur), [H][H] (hydrogen), [H][H] (hydrogen). The reagents and catalysts are [Ni] (Raney nickel). As a reaction SMILES: [Br:1][CH:2]([C:3](=[O:4])[N:5]=[C:6]=[O:7])[CH2:8][Br:9].[NH2:10][c:11]1[cH:12][cH:13][c:14]([Cl:15])[cH:16][cH:17]1.[cH:18]1[cH:19][cH:20][cH:21][cH:22][cH:23]1>>[Br:1][CH:2]([C:3](=[O:4])[NH:5][C:6](=[O:7])[NH:10][c:11]1[cH:12][cH:13][c:14]([Cl:15])[cH:16][cH:17]1)[CH2:8][Br:9]. Yields the product O=C(NC(=O)C(Br)CBr)Nc1ccc(Cl)cc1. The reactants are O=C=NC(=O)C(Br)CBr, Nc1ccc(Cl)cc1, c1ccccc1.